From a dataset of the Open Reaction Database (ORD), a public repository of structured organic reaction records. describe an organic reaction: reactants, conditions, products, and yield The reactants are COC(C=C1CCC(CC1)COC)=O ((4-Methoxymethyl-cyclohexylidene)-acetic acid methyl ester). The reagents and catalysts are [Pd] (Pd/C). Solvent: C(C)OC(C)=O (ethylacetate). Product: COC(CC1CCC(CC1)COC)=O ((4-Methoxymethyl-cyclohexyl)-acetic acid methyl ester). RXN SMILES: [CH3:1][O:2][C:3](=[O:14])[CH:4]=[C:5]1[CH2:10][CH2:9][CH:8]([CH2:11][O:12][CH3:13])[CH2:7][CH2:6]1>C(OC(=O)C)C.[Pd]>[CH3:1][O:2][C:3](=[O:14])[CH2:4][CH:5]1[CH2:10][CH2:9][CH:8]([CH2:11][O:12][CH3:13])[CH2:7][CH2:6]1. Procedure: Prepared from (4-Methoxymethyl-cyclohexylidene)-acetic acid methyl ester (0.550 g, 3 mol) by hydrogenation using Pd/C (10%) (0.295 g, 0.3 mmol) in ethylacetate (15 mL). 1/3 cis/trans mixture. The reactants are FC(F)(F)c1ccc(Br)cc1, COc1c(C)c(N2CCNCC2)c(C)c2c1OC(C)(C)C2. The product is COc1c(C)c(N2CCN(c3ccc(C(F)(F)F)cc3)CC2)c(C)c2c1OC(C)(C)C2. Reaction SMILES: [Br:22][c:23]1[cH:24][cH:25][c:26]([C:29]([F:30])([F:31])[F:32])[cH:27][cH:28]1.[CH3:1][O:2][c:3]1[c:4]([CH3:21])[c:5]([N:15]2[CH2:16][CH2:17][NH:18][CH2:19][CH2:20]2)[c:6]([CH3:14])[c:7]2[c:11]1[O:10][C:9]([CH3:12])([CH3:13])[CH2:8]2>>[CH3:1][O:2][c:3]1[c:4]([CH3:21])[c:5]([N:15]2[CH2:16][CH2:17][N:18]([c:23]3[cH:24][cH:25][c:26]([C:29]([F:30])([F:31])[F:32])[cH:27][cH:28]3)[CH2:19][CH2:20]2)[c:6]([CH3:14])[c:7]2[c:11]1[O:10][C:9]([CH3:12])([CH3:13])[CH2:8]2. Starting materials: [Na] (sodium), C1(=CC=CC=C1)NN (phenylhydrazine), C(C=CC1=CC=CC=C1)#N (cinnamonitrile). Run in C(C)O (ethanol). Conditions: time 5 minute. Product: NC1=NN(C(C1)C1=CC=CC=C1)C1=CC=CC=C1 (3-Amino-1,5-diphenyl-2-pyrazoline). RXN SMILES: [Na].[C:2]1([NH:8][NH2:9])[CH:7]=[CH:6][CH:5]=[CH:4][CH:3]=1.[C:10](#[N:19])[CH:11]=[CH:12][C:13]1[CH:18]=[CH:17][CH:16]=[CH:15][CH:14]=1>C(O)C>[NH2:19][C:10]1[CH2:11][CH:12]([C:13]2[CH:18]=[CH:17][CH:16]=[CH:15][CH:14]=2)[N:8]([C:2]2[CH:7]=[CH:6][CH:5]=[CH:4][CH:3]=2)[N:9]=1 |^1:0|. Procedure: A 2.0 g. amount of sodium metal is dissolved in 150 ml. of absolute ethanol, then 40.0 ml. of phenylhydrazine is added followed in 5 minutes by 48.0 ml. of cinnamonitrile. The reaction mixture is refluxed for 3 hours with exothermic crystallization of a product. The product is collected by filtration and washed with water. The material is recrystallized from absolute ethanol to give 56.0 g. of the desired product as a solid, m.p. 195°-197° C. Reactants: CCO, C[O-], Cl, [Na+], CC(S)C(=O)O, ClCc1ccncc1. Product: [Na+], CC(SCc1ccncc1)C(=O)[O-]. Reaction SMILES: [CH3:19][CH2:20][OH:21].[CH3:1][O-:2].[ClH:4].[Na+:3].[SH:13][CH:14]([C:15](=[O:16])[OH:17])[CH3:18].[cH:5]1[cH:6][c:7]([CH2:11][Cl:12])[cH:8][cH:9][n:10]1>>[Na+:3].[cH:5]1[cH:6][c:7]([CH2:11][S:13][CH:14]([C:15](=[O:16])[O-:17])[CH3:18])[cH:8][cH:9][n:10]1. The solvent is CN(C)C=O (DMF), O (water). Yield: 26.0%. The reactants are ClCC=1C=CC(=NC1)NCC1=CC(=C(C=C1)Cl)Cl (5-(chloromethyl)-N-(3,4-dichlorobenzyl)pyridin-2-amine), OC=1C=C2C=CC(NC2=CC1)=O (6-hydroxyquinolin-2(1H)-one), C(=O)([O-])[O-].[Cs+].[Cs+] (Cs2CO3). Reaction SMILES: Cl[CH2:2][C:3]1[CH:4]=[CH:5][C:6]([NH:9][CH2:10][C:11]2[CH:16]=[CH:15][C:14]([Cl:17])=[C:13]([Cl:18])[CH:12]=2)=[N:7][CH:8]=1.[OH:19][C:20]1[CH:21]=[C:22]2[C:27](=[CH:28][CH:29]=1)[NH:26][C:25](=[O:30])[CH:24]=[CH:23]2.C([O-])([O-])=O.[Cs+].[Cs+]>CN(C=O)C.O>[Cl:18][C:13]1[CH:12]=[C:11]([CH:16]=[CH:15][C:14]=1[Cl:17])[CH2:10][NH:9][C:6]1[N:7]=[CH:8][C:3]([CH2:2][O:19][C:20]2[CH:21]=[C:22]3[C:27](=[CH:28][CH:29]=2)[NH:26][C:25](=[O:30])[CH:24]=[CH:23]3)=[CH:4][CH:5]=1 |f:2.3.4|. Procedure: A mixture of 5-(chloromethyl)-N-(3,4-dichlorobenzyl)pyridin-2-amine (0.1 g, 0.332 mmol), 6-hydroxyquinolin-2(1H)-one (0.048 g, 0.298 mmol) and Cs2CO3 (0.864 g, 2.65 mmol) in DMF (3.3 mL) was stirred at room temperature for 18 h. The reaction was diluted with water and the resulting suspension was filtered. The filter cake was stirred in methanol for 1 h, filtered, washed with methanol, and dried to yield 6-((6-(3,4-dichlorobenzylamino)pyridin-3-yl)methoxy)quinolin-2(1H)-one as a beige solid (0.0... Yields the product ClC=1C=C(CNC2=CC=C(C=N2)COC=2C=C3C=CC(NC3=CC2)=O)C=CC1Cl (6-((6-(3,4-dichlorobenzylamino)pyridin-3-yl)methoxy)quinolin-2(1H)-one). Run at time 18 hour.